describe an organic reaction: reactants, conditions, products, and yield From a dataset of the Open Reaction Database (ORD), a public repository of structured organic reaction records. Starting materials: BrCC(=O)OC (methyl bromoacetate), C1(=CC=CC2=CC=CC=C12)CN1C2=CC=CC(=C2C=2C(=CC=CC12)O)C(N)=O (9-[(1-naphthyl)methyl]-4-hydroxy-5-carbamoyl carbazole), resultant mixture. The solvent is C(C)(=O)OCC (ethyl acetate), CN(C)C=O (DMF). Run at time 15 minute. Yields the product C1(=CC=CC2=CC=CC=C12)CN1C2=CC=CC(=C2C=2C(=CC=CC12)OCC(=O)OC)C(N)=O ({9-[(1-naphthyl)methyl]-5-carbamoylcarbazol-4-yl}oxyacetic acid, methyl ester). Isolated yield 84.6%. RXN SMILES: [C:1]1([CH2:11][N:12]2[C:24]3[CH:23]=[CH:22][CH:21]=[C:20]([OH:25])[C:19]=3[C:18]3[C:13]2=[CH:14][CH:15]=[CH:16][C:17]=3[C:26](=[O:28])[NH2:27])[C:10]2[C:5](=[CH:6][CH:7]=[CH:8][CH:9]=2)[CH:4]=[CH:3][CH:2]=1.Br[CH2:30][C:31]([O:33][CH3:34])=[O:32]>CN(C=O)C.C(OCC)(=O)C>[C:1]1([CH2:11][N:12]2[C:24]3[CH:23]=[CH:22][CH:21]=[C:20]([O:25][CH2:30][C:31]([O:33][CH3:34])=[O:32])[C:19]=3[C:18]3[C:13]2=[CH:14][CH:15]=[CH:16][C:17]=3[C:26](=[O:28])[NH2:27])[C:10]2[C:5](=[CH:6][CH:7]=[CH:8][CH:9]=2)[CH:4]=[CH:3][CH:2]=1. Reported procedure: 40% Methanolic Triton B (0.2 mL, 0.26 mM) was added to a solution of the 9-[(1-naphthyl)methyl]-4-hydroxy-5-carbamoyl carbazole (80 mg, 0.22 mM) in 7 mL DMF at room temperature. After 15 minutes, methyl bromoacetate (40 mg, 0.3 mM) was added and the resultant mixture stirred at room temperature for 3 hours. The mixture was diluted with ethyl acetate, washed twice with H2O, and once with saturated brine, dried over magnesium sulfate, filtered, and concentrated. The residue was purified by column ... The reactants are [K] (potassium), BrC=1C=NC(NC1)=O (5-bromopyrimid-2-one), BrCCC=C (4-bromo-1-butene). Solvent: CO (methanol). The product is C(CC=C)N1C(N=CC(=C1)Br)=O (1-(3-Butenyl)-5-bromopyrimid-2-one). Isolated yield 50.0%. Reaction SMILES: [K].[Br:2][C:3]1[CH:4]=[N:5][C:6](=[O:9])[NH:7][CH:8]=1.Br[CH2:11][CH2:12][CH:13]=[CH2:14]>CO>[CH2:14]([N:5]1[CH:4]=[C:3]([Br:2])[CH:8]=[N:7][C:6]1=[O:9])[CH2:13][CH:12]=[CH2:11] |^1:0|. Procedure: A mixture of the potassium salt of 5-bromopyrimid-2-one (0.01 mol) and 4-bromo-1-butene (0.015 mol) was heated in methanol (60 ml) at 70° C. for 40 h. The reaction mixture was then evaporated and the mixture extracted with chloroform. This solution was washed with 1 N NaOH (5 ml). with water (5 ml) and dried (MgSO4) before evaporating; yield 50%, m.p. 127°-128° C. (acetone). (Found: C, 42.06; H, 3.94. Calc. for C8H9BrN2O: C, 41.94; H, 3.96). The reactants are O=C1SC(C(N1)=O)=CC1=CC=C(OC2=C(C(=NC=N2)OC2CCN(CC2)C(=O)OC(C)(C)C)C)C=C1 (tert-butyl 4-((6-(4-((2,4-dioxothiazolidin-5-ylidene)methyl)phenoxy)-5-methylpyrimidin-4-yl)oxy)piperidine-1-carboxylate), [H-].[Na+] (sodium hydride), BrCC(=O)OCC (ethyl bromoacetate). Run in CN(C=O)C (dimethyl formamide). Conditions: temperature 30 celsius, time 1 hour. Product: C(C)OC(CN1C(S\C(\C1=O)=C/C1=CC=C(OC2=C(C(=NC=N2)OC2CCN(CC2)C(=O)OC(C)(C)C)C)C=C1)=O)=O ((Z)-tert-Butyl 4-((6-(4-((3-(2-ethoxy-2-oxoethyl)-2,4-dioxothiazolidin-5-ylidene)methyl)phenoxy)-5-methylpyrimidin-4-yl)oxy)piperidine-1-carboxylate). The yield is 54.7%. As a reaction SMILES: [O:1]=[C:2]1[NH:6][C:5](=[O:7])[C:4](=[CH:8][C:9]2[CH:36]=[CH:35][C:12]([O:13][C:14]3[N:19]=[CH:18][N:17]=[C:16]([O:20][CH:21]4[CH2:26][CH2:25][N:24]([C:27]([O:29][C:30]([CH3:33])([CH3:32])[CH3:31])=[O:28])[CH2:23][CH2:22]4)[C:15]=3[CH3:34])=[CH:11][CH:10]=2)[S:3]1.[H-].[Na+].Br[CH2:40][C:41]([O:43][CH2:44][CH3:45])=[O:42]>CN(C)C=O>[CH2:44]([O:43][C:41](=[O:42])[CH2:40][N:6]1[C:5](=[O:7])/[C:4](=[CH:8]/[C:9]2[CH:10]=[CH:11][C:12]([O:13][C:14]3[N:19]=[CH:18][N:17]=[C:16]([O:20][CH:21]4[CH2:26][CH2:25][N:24]([C:27]([O:29][C:30]([CH3:31])([CH3:32])[CH3:33])=[O:28])[CH2:23][CH2:22]4)[C:15]=3[CH3:34])=[CH:35][CH:36]=2)/[S:3][C:2]1=[O:1])[CH3:45] |f:1.2|. Reported procedure: To a solution of tert-butyl 4-((6-(4-((2,4-dioxothiazolidin-5-ylidene)methyl)phenoxy)-5-methylpyrimidin-4-yl)oxy)piperidine-1-carboxylate (250 mg, 0.0004882 mole) in dimethyl formamide (10 ml), sodium hydride (50%, 23.4 mg, 0.0004882 mole) was added at 0° C. and reaction mixture was stirred for 1 hours 30° C. and then ethyl bromoacetate (0.08 ml, 0.000733 mole) was added at 0° C., then reaction mixture was stirred for 3 hours at 30° C. Then reaction mixture was poured into ice cold water and ext... The reactants are ClC1=C2[C@H](C[C@@H](NC2=CC(=C1)Cl)C(=O)OC)C(=O)OC (Trans-5,7-dichloro-2,4-dimethoxycarbonyl-1,2,3,4-tetrahydroquinoline), [OH-].[Na+] (sodium hydroxide). The solvent is CO (methanol). Reaction conditions: time 4 hour. Yields the product C(=O)(O)[C@@H]1NC2=CC(=CC(=C2[C@H](C1)C(=O)OC)Cl)Cl (trans-2-carboxy-5,7-dichloro-4-methoxycarbonyl-1,2,3,4-tetrahydroquinoline). Yield: 78.7%. As a reaction SMILES: [Cl:1][C:2]1[CH:11]=[C:10]([Cl:12])[CH:9]=[C:8]2[C:3]=1[C@@H:4]([C:17]([O:19][CH3:20])=[O:18])[CH2:5][C@H:6]([C:13]([O:15]C)=[O:14])[NH:7]2.[OH-].[Na+]>CO>[C:13]([C@H:6]1[CH2:5][C@H:4]([C:17]([O:19][CH3:20])=[O:18])[C:3]2[C:8](=[CH:9][C:10]([Cl:12])=[CH:11][C:2]=2[Cl:1])[NH:7]1)([OH:15])=[O:14] |f:1.2|. Procedure details: Trans-5,7-dichloro-2,4-dimethoxycarbonyl-1,2,3,4-tetrahydroquinoline (1.13 g) was dissolved in 50% aqueous methanol (80 ml) and sodium hydroxide (0.16 g 1.1 molar equivalents) was added. The solution was stirred at room temperature for 4 h then concentrated in vacuo and redissolved in water (40 ml). The aqueous solution was washed with diethyl ether (2×20 ml) then acidified to pH 1 with 1N hydrochloric acid and extracted into diethyl ether (2×50 ml), dried (Na2SO4), filtered and the solvent evap... The reactants are NC=1C=C(C=CC1)C=1C=C(C=CC1)N1C2=C(N=C(C1=O)CC=1C=NC=CC1)C=CC=N2 (4-[3-(3-aminophenyl)phenyl]-2-(3-pyridylmethyl)-3-oxo-3,4-dihydropyrido[2,3-b]pyrazine), C1(C=2C(C(=O)O1)=CC=CC2)=O (phthalic anhydride). The solvent is O1CCOCC1 (dioxane), O (water). The product is C(=O)(O)C1=C(C(=O)NC=2C=C(C=CC2)C=2C=C(C=CC2)N2C3=C(N=C(C2=O)CC=2C=NC=CC2)C=CC=N3)C=CC=C1 (4-[3-[3-(2-carboxybenzoylamino)phenyl]phenyl]-2-(3-pyridylmethyl)-3-oxo-3,4-dihydropyrido[2,3-b]pyrazine). Yield: 80.6%. Reaction SMILES: [NH2:1][C:2]1[CH:3]=[C:4]([C:8]2[CH:9]=[C:10]([N:14]3[C:19](=[O:20])[C:18]([CH2:21][C:22]4[CH:23]=[N:24][CH:25]=[CH:26][CH:27]=4)=[N:17][C:16]4[CH:28]=[CH:29][CH:30]=[N:31][C:15]3=4)[CH:11]=[CH:12][CH:13]=2)[CH:5]=[CH:6][CH:7]=1.[C:32]1(=[O:42])[O:37][C:35](=[O:36])[C:34]2=[CH:38][CH:39]=[CH:40][CH:41]=[C:33]12>O1CCOCC1.O>[C:35]([C:34]1[CH:38]=[CH:39][CH:40]=[CH:41][C:33]=1[C:32]([NH:1][C:2]1[CH:3]=[C:4]([C:8]2[CH:9]=[C:10]([N:14]3[C:19](=[O:20])[C:18]([CH2:21][C:22]4[CH:23]=[N:24][CH:25]=[CH:26][CH:27]=4)=[N:17][C:16]4[CH:28]=[CH:29][CH:30]=[N:31][C:15]3=4)[CH:11]=[CH:12][CH:13]=2)[CH:5]=[CH:6][CH:7]=1)=[O:42])([OH:37])=[O:36]. Reported procedure: A solution of 4-[3-(3-aminophenyl)phenyl]-2-(3-pyridylmethyl)-3-oxo-3,4-dihydropyrido[2,3-b]pyrazine (100 mg) and phthalic anhydride (48 mg) in dioxane (3 ml) was stirred overnight at room temperature. The reaction mixture was diluted with water, and precipitated crystals were collected to give 4-[3-[3-(2-carboxybenzoylamino)phenyl]phenyl]-2-(3-pyridylmethyl)-3-oxo-3,4-dihydropyrido[2,3-b]pyrazine (110 mg). Starting materials: Cc1ccccc1, CS(C)=O, FC(F)(F)c1ccc(Cl)c(Cl)c1, Cl, [Cu], [Na+], [OH-], O, Oc1ccccc1. The product is FC(F)(F)c1ccc(Oc2ccccc2)c(Cl)c1. RXN SMILES: [CH3:25][c:26]1[cH:27][cH:28][cH:29][cH:30][cH:31]1.[CH3:32][S:33](=[O:34])[CH3:35].[Cl:10][c:11]1[c:12]([Cl:21])[cH:13][c:14]([C:17]([F:18])([F:19])[F:20])[cH:15][cH:16]1.[ClH:22].[Cu:23].[Na+:9].[OH-:8].[OH2:24].[OH:1][c:2]1[cH:3][cH:4][cH:5][cH:6][cH:7]1>>[O:1]([c:2]1[cH:3][cH:4][cH:5][cH:6][cH:7]1)[c:11]1[c:12]([Cl:21])[cH:13][c:14]([C:17]([F:18])([F:19])[F:20])[cH:15][cH:16]1. Starting materials: [N+](=O)([O-])C1=CC=C(OCCCN2CCCCC2)C=C1 (1-[3-(4-nitro-phenoxy)-propyl]-piperidine). The reagents and catalysts are [Pd] (Pd/C). Run in CCO (EtOH). Run at time 18 hour. Yields the product N1(CCCCC1)CCCOC1=CC=C(C=C1)N (4-(3-piperidin-1-yl-propoxy)-phenylamine). As a reaction SMILES: [N+:1]([C:4]1[CH:19]=[CH:18][C:7]([O:8][CH2:9][CH2:10][CH2:11][N:12]2[CH2:17][CH2:16][CH2:15][CH2:14][CH2:13]2)=[CH:6][CH:5]=1)([O-])=O>CCO.[Pd]>[N:12]1([CH2:11][CH2:10][CH2:9][O:8][C:7]2[CH:6]=[CH:5][C:4]([NH2:1])=[CH:19][CH:18]=2)[CH2:13][CH2:14][CH2:15][CH2:16][CH2:17]1. Procedure details: A mixture of 1-[3-(4-nitro-phenoxy)-propyl]-piperidine (15.5 g, 58.6 mmol) and 10% Pd/C (12.5 g) in 150 mL of EtOH was placed under a balloon of H2. The mixture was stirred for 18 h. The catalyst was removed by suction filtration and the organics concentrated to give 4-(3-piperidin-1-yl-propoxy)-phenylamine as a yellowish oil. The product is C(C)(C)(C)OC(COC=1C=C2C=C(C(=NC2=CC1)Cl)C(=O)O)=O (6-(2-tert-butoxy-2-oxoethoxy)-2-chloroquinoline-3-carboxylic acid). Procedure: To a suspension of tert-butyl 2-(2-chloro-3-formylquinolin-6-yloxy)acetate (3.6 g, 11 mmol) in tert-butanol (150 mL) was added 2-methyl-2-butene (14.9 mL, 133 mmol) and a solution of sodium chlorite (8.27 g, 73.1 mmol) and sodium dihydrogenphosphate (8.10 g, 58.7 mmol) in water (50 mL). The reaction was allowed to stir at room temperature for 1 hour. The tert-butanol was removed in vacuo. The mixture was diluted with water (60 mL) and acidified to pH=4 with 1 N aqueous hydrochloric acid. The res... Run at time 1 hour. Reactants: CC(C)=CC (2-methyl-2-butene), P(=O)(O)(O)[O-].[Na+] (sodium dihydrogenphosphate), ClC1=NC2=CC=C(C=C2C=C1C=O)OCC(=O)OC(C)(C)C (tert-butyl 2-(2-chloro-3-formylquinolin-6-yloxy)acetate), Cl(=O)[O-].[Na+] (sodium chlorite). Isolated yield 99.6%. RXN SMILES: [Cl:1][C:2]1[C:11]([CH:12]=[O:13])=[CH:10][C:9]2[C:4](=[CH:5][CH:6]=[C:7]([O:14][CH2:15][C:16]([O:18][C:19]([CH3:22])([CH3:21])[CH3:20])=[O:17])[CH:8]=2)[N:3]=1.CC(=CC)C.Cl([O-])=[O:29].[Na+].P([O-])(O)(O)=O.[Na+]>C(O)(C)(C)C.O>[C:19]([O:18][C:16](=[O:17])[CH2:15][O:14][C:7]1[CH:8]=[C:9]2[C:4](=[CH:5][CH:6]=1)[N:3]=[C:2]([Cl:1])[C:11]([C:12]([OH:29])=[O:13])=[CH:10]2)([CH3:22])([CH3:21])[CH3:20] |f:2.3,4.5|. Solvent: C(C)(C)(C)O (tert-butanol), O (water).